Dataset: the Open Reaction Database (ORD), a public repository of structured organic reaction records. Task: describe an organic reaction: reactants, conditions, products, and yield Reactants: Cc1cc(NC(=O)CBr)no1, CCOC(C)=O, CCCC(C)C, CC#N, O=C(OC1CN2CCC1CC2)C1(c2cccs2)CCCCCC1. Product: [Br-], Cc1cc(NC(=O)C[N+]23CCC(CC2)C(OC(=O)C2(c4cccs4)CCCCCC2)C3)no1. Reaction SMILES: [Br:24][CH2:25][C:26](=[O:27])[NH:28][c:29]1[n:30][o:31][c:32]([CH3:34])[cH:33]1.[CH3:35][CH2:36][O:37][C:38](=[O:39])[CH3:40].[CH3:41][CH2:42][CH2:43][CH:44]([CH3:45])[CH3:46].[CH3:47][C:48]#[N:49].[N:1]12[CH2:2][CH:3]([O:9][C:10](=[O:11])[C:12]3([c:19]4[s:20][cH:21][cH:22][cH:23]4)[CH2:13][CH2:14][CH2:15][CH2:16][CH2:17][CH2:18]3)[CH:4]([CH2:5][CH2:6]1)[CH2:7][CH2:8]2>>[Br-:24].[N+:1]12([CH2:25][C:26](=[O:27])[NH:28][c:29]3[n:30][o:31][c:32]([CH3:34])[cH:33]3)[CH2:2][CH:3]([O:9][C:10](=[O:11])[C:12]3([c:19]4[s:20][cH:21][cH:22][cH:23]4)[CH2:13][CH2:14][CH2:15][CH2:16][CH2:17][CH2:18]3)[CH:4]([CH2:5][CH2:6]1)[CH2:7][CH2:8]2. Starting materials: C1COCCO1, CN(C)C1CCCCC1N, CCOC(C)=O, CN1C(=O)NCC1C(=O)NCc1ccc(Cl)cc1Cl, [Cu]I, Cn1nccc1I, [K+], [K+], [K+], N, O, O=P([O-])([O-])[O-]. Product: CN1C(=O)N(c2ccnn2C)CC1C(=O)NCc1ccc(Cl)cc1Cl. RXN SMILES: [CH2:46]1[O:47][CH2:48][CH2:49][O:50][CH2:51]1.[CH3:35][N:36]([CH3:37])[CH:38]1[CH2:39][CH2:40][CH2:41][CH2:42][CH:43]1[NH2:44].[CH3:55][CH2:56][O:57][C:58](=[O:59])[CH3:60].[Cl:1][c:2]1[c:3]([CH2:9][NH:10][C:11](=[O:12])[CH:13]2[N:14]([CH3:19])[C:15](=[O:18])[NH:16][CH2:17]2)[cH:4][cH:5][c:6]([Cl:8])[cH:7]1.[Cu:52][I:53].[I:20][c:21]1[cH:22][cH:23][n:24][n:25]1[CH3:26].[K+:32].[K+:33].[K+:34].[NH3:45].[OH2:54].[P:27]([O-:28])([O-:29])([O-:30])=[O:31]>>[Cl:1][c:2]1[c:3]([CH2:9][NH:10][C:11](=[O:12])[CH:13]2[N:14]([CH3:19])[C:15](=[O:18])[N:16]([c:21]3[cH:22][cH:23][n:24][n:25]3[CH3:26])[CH2:17]2)[cH:4][cH:5][c:6]([Cl:8])[cH:7]1. The reactants are CC(C)(C)OC(=O)NCC(=O)O, CCOC(=O)C1CC(CP(=O)(OCC)OCC)CCN1, ClCCl, C(=NC1CCCCC1)=NC1CCCCC1. The product is CCOC(=O)C1CC(CP(=O)(OCC)OCC)CCN1C(=O)CNC(=O)OC(C)(C)C. As a reaction SMILES: [C:21]([CH3:22])([CH3:23])([CH3:24])[O:25][C:26](=[O:27])[NH:28][CH2:29][C:30](=[O:31])[OH:32].[CH2:1]([CH3:2])[O:3][C:4](=[O:5])[CH:6]1[NH:7][CH2:8][CH2:9][CH:10]([CH2:12][P:13](=[O:14])([O:15][CH2:16][CH3:17])[O:18][CH2:19][CH3:20])[CH2:11]1.[CH2:48]([Cl:49])[Cl:50].[CH:33]1([N:34]=[C:35]=[N:36][CH:37]2[CH2:38][CH2:39][CH2:40][CH2:41][CH2:42]2)[CH2:43][CH2:44][CH2:45][CH2:46][CH2:47]1>>[CH2:1]([CH3:2])[O:3][C:4](=[O:5])[CH:6]1[N:7]([C:30]([CH2:29][NH:28][C:26]([O:25][C:21]([CH3:22])([CH3:23])[CH3:24])=[O:27])=[O:31])[CH2:8][CH2:9][CH:10]([CH2:12][P:13](=[O:14])([O:15][CH2:16][CH3:17])[O:18][CH2:19][CH3:20])[CH2:11]1. Starting materials: Example 1 ( 4 ), ClC1=CC=C(C=C1)C1=CC(=C(O1)C)C(CC(C)C)OC1=CC=C(C(=O)O)C=C1 (4-{1-[5-(4-chlorophenyl)-2-methyl-3-furyl]-3-methylbutoxy}benzoic acid), CNCCC(=O)OCC (ethyl 3-(methylamino)propanoate). The product is ClC1=CC=C(C=C1)C1=CC(=C(O1)C)C(CC(C)C)OC1=CC=C(C(=O)N(CCC(=O)O)C)C=C1 (3-[(4-{1-[5-(4-chlorophenyl)-2-methyl-3-furyl]-3-methylbutoxy}benzoyl)(methyl)amino]propanoic acid). Isolated yield 79.8%. As a reaction SMILES: [Cl:1][C:2]1[CH:7]=[CH:6][C:5]([C:8]2[O:12][C:11]([CH3:13])=[C:10]([CH:14]([O:19][C:20]3[CH:28]=[CH:27][C:23]([C:24](O)=[O:25])=[CH:22][CH:21]=3)[CH2:15][CH:16]([CH3:18])[CH3:17])[CH:9]=2)=[CH:4][CH:3]=1.[CH3:29][NH:30][CH2:31][CH2:32][C:33]([O:35]CC)=[O:34]>>[Cl:1][C:2]1[CH:3]=[CH:4][C:5]([C:8]2[O:12][C:11]([CH3:13])=[C:10]([CH:14]([O:19][C:20]3[CH:28]=[CH:27][C:23]([C:24]([N:30]([CH3:29])[CH2:31][CH2:32][C:33]([OH:35])=[O:34])=[O:25])=[CH:22][CH:21]=3)[CH2:15][CH:16]([CH3:18])[CH3:17])[CH:9]=2)=[CH:6][CH:7]=1. Reported procedure: An operation similar to that in Example 1 (4) was performed using 4-{1-[5-(4-chlorophenyl)-2-methyl-3-furyl]-3-methylbutoxy}benzoic acid (128 mg) as well as ethyl 3-(methylamino)propanoate (47 mg) to give the title compound (124 mg, 86%) as an amorphous compound. Starting materials: CCCNCCC, O=C1c2c(Cl)cccc2-n2cnc(-c3nc(CCl)cs3)c2C2CCN12, C1CCOC1. Yields the product CCCN(CCC)Cc1csc(-c2ncn3c2C2CCN2C(=O)c2c(Cl)cccc2-3)n1. As a reaction SMILES: [CH2:26]([CH2:27][CH3:28])[NH:29][CH2:30][CH2:31][CH3:32].[Cl:1][c:2]1[cH:3][cH:4][cH:5][c:6]2[c:7]1[C:8](=[O:25])[N:9]1[CH:10]([c:11]3[n:12]-2[cH:13][n:14][c:15]3-[c:16]2[s:17][cH:18][c:19]([CH2:21][Cl:22])[n:20]2)[CH2:23][CH2:24]1.[O:33]1[CH2:34][CH2:35][CH2:36][CH2:37]1>>[Cl:1][c:2]1[cH:3][cH:4][cH:5][c:6]2[c:7]1[C:8](=[O:25])[N:9]1[CH:10]([c:11]3[n:12]-2[cH:13][n:14][c:15]3-[c:16]2[s:17][cH:18][c:19]([CH2:21][N:29]([CH2:26][CH2:27][CH3:28])[CH2:30][CH2:31][CH3:32])[n:20]2)[CH2:23][CH2:24]1. Reactants: COc1ccc2c(c1)C(=O)c1ccc(C(=O)O)cc1CC2, Cl, O, c1ccncc1. Product: O=C(O)c1ccc2c(c1)CCc1ccc(O)cc1C2=O. As a reaction SMILES: [C:8](=[O:9])([OH:10])[c:11]1[cH:12][c:13]2[c:14]([cH:27][cH:28]1)[C:15](=[O:26])[c:16]1[c:17]([cH:20][cH:21][c:22]([O:24][CH3:25])[cH:23]1)[CH2:18][CH2:19]2.[ClH:1].[OH2:29].[cH:2]1[cH:3][cH:4][n:5][cH:6][cH:7]1>>[C:8](=[O:9])([OH:10])[c:11]1[cH:12][c:13]2[c:14]([cH:27][cH:28]1)[C:15](=[O:26])[c:16]1[c:17]([cH:20][cH:21][c:22]([OH:24])[cH:23]1)[CH2:18][CH2:19]2. Starting materials: CN (methylamine), FC=1C=C(C(C(=O)O)=CC1)O (4-fluorosalicylic acid), C(C(=O)Cl)(=O)Cl (oxalyl chloride). Reagents/catalysts: CN(C)C=O (DMF). Run in C1CCOC1 (THF), C1CCOC1 (THF), C1CCOC1 (THF). Reaction conditions: time 2 hour. The product is FC1=CC(=C(C(=O)NC)C=C1)O (4-Fluoro-2-hydroxy-N-methylbenzamide). RXN SMILES: [F:1][C:2]1[CH:3]=[C:4]([OH:11])[C:5](=[CH:9][CH:10]=1)[C:6](O)=[O:7].C(Cl)(=O)C(Cl)=O.[CH3:18][NH2:19]>CN(C=O)C.C1COCC1>[F:1][C:2]1[CH:10]=[CH:9][C:5]([C:6]([NH:19][CH3:18])=[O:7])=[C:4]([OH:11])[CH:3]=1. Procedure: DMF (2 drops) was added to a mixture of 4-fluorosalicylic acid (2 g, 12.8 mmol) and oxalyl chloride (2.85 mL, 32.0 mmol) in THF (15 mL). The reaction was stirred for 2 hours then reduced in vacuo. The residue was dissolved in THF (10 mL) and added dropwise to 2M methylamine in THF (32 mL) at 0° C. The reaction was stirred at RT for 72 hours and the THF removed in vacuo. The residue was partitioned between ethyl acetate (80 mL) and water (80 mL). The aqueous layer was further extracted into ethyl... The reactants are [F-].[K+] (KF), C(C)(C)(C)C1=C(C(O)=CC(=C1)C(C)(C)C)O (3,5-di-tert-butylcatechol), ClC(F)(F)C(=O)O[Na] (ClCF2CO2Na), FC(C(=O)C1=CC=C(C=C1)C=C)(F)F (2,2,2-trifluoro-1-(4-vinylphenyl)ethanone), C1=CC=C(C=C1)P(C2=CC=CC=C2)C3=CC=CC=C3 (PPh3). Solvent: O (H2O), O (H2O), COCCOCCOC (diglyme), COCCOCCOC (diglyme). Reaction conditions: temperature 150 celsius, time 1 hour. Product: FC(C(C(F)(F)F)C1=CC=C(C=C1)C=C)(F)F (1-(2,2,2-Trifluoro-1-trifluoromethylethyl)-4-vinylbenzene), reddish oil. RXN SMILES: [F:1][C:2]([F:14])([F:13])[C:3]([C:5]1[CH:10]=[CH:9][C:8]([CH:11]=[CH2:12])=[CH:7][CH:6]=1)=O.C1C=CC(P(C2C=CC=CC=2)C2C=CC=CC=2)=CC=1.C(C1C=C(C(C)(C)C)C=C(O)C=1O)(C)(C)C.Cl[C:51](C(O[Na])=O)([F:53])[F:52].[F-:58].[K+]>COCCOCCOC.O>[F:1][C:2]([F:14])([F:13])[CH:3]([C:5]1[CH:10]=[CH:9][C:8]([CH:11]=[CH2:12])=[CH:7][CH:6]=1)[C:51]([F:53])([F:58])[F:52] |f:4.5|. Procedure details: The title compound was prepared by a modification of the procedure of Klabunde and Burton, described in Journal of American Chemical Society (1972, 94, 820), herein incorporated by reference. To a solution of 2,2,2-trifluoro-1-(4-vinylphenyl)ethanone (8.27 g, 41.32 mmol) in diglyme (80 mL) was added PPh3 (21.67 g, 82.62 mmol) plus a few crystals of 3,5-di-tert-butylcatechol. The reaction mixture was heated in an oil bath to 150° C., then a solution of ClCF2CO2Na (12.60 g, 82.64 mmol) in diglyme ...